This data is from the Open Reaction Database (ORD), a public repository of structured organic reaction records. The task is: describe an organic reaction: reactants, conditions, products, and yield The product is CN1C(C(CC1C)(C1=CC=CC=C1)C1=C(C=CC=C1)O)=O ((+/-)-1, 5-dimethyl-3-(-hydroxyphenyl)-3-phenyl-2-pyrrolidone). Starting materials: Cl (hydrochloric acid), CN1C(C(CC1C)(C1=CC=CC=C1)C1=CC=C(C=C1)O)=O ((+/-)-1,5-dimethyl-3-(p-hydroxyphenyl)-3-phenyl-2-pyrrolidone), CO (methanol). Procedure details: (+/-)-1,5-dimethyl-3-(p-hydroxyphenyl)-3-phenyl-2-pyrrolidone (from Example 1), 1.5 g, was dissolved in 30 mL dichloromethane. The flask was flushed with argon and chilled in an acetone/dry ice bath to -60° C. I M boron tribromide in dichloromethane, 10 mL, was then added drop-wise over 18 min with stirring. The reaction was allowed to come to room temperature and stirred for 22 h. Methanol, 10 mL, was then added slowly to quench the reaction. The resultant solution was rotary evaporated to give... Conditions: temperature -60 celsius. As a reaction SMILES: [CH3:1][N:2]1[CH:6]([CH3:7])[CH2:5][C:4]([C:14]2[CH:19]=[CH:18][C:17](O)=[CH:16][CH:15]=2)([C:8]2[CH:13]=[CH:12][CH:11]=[CH:10][CH:9]=2)[C:3]1=[O:21].Cl.C[OH:24]>ClCCl>[CH3:1][N:2]1[CH:6]([CH3:7])[CH2:5][C:4]([C:8]2[CH:9]=[CH:10][CH:11]=[CH:12][C:13]=2[OH:24])([C:14]2[CH:15]=[CH:16][CH:17]=[CH:18][CH:19]=2)[C:3]1=[O:21]. Solvent: ClCCl (dichloromethane), ClCCl (dichloromethane). Starting materials: Cl (HCl), CCOCC (Et2O), NC=1SC(=CN1)[N+](=O)[O-] (2-amino-5-nitrothiazole), FC1=C(C(=O)O)C=CC=N1 (2-Fluoronicotinic acid), CCN(C(C)C)C(C)C (DIPEA), C(=O)(C(=O)Cl)Cl ((COCl)2). Run in C(Cl)Cl (CH2Cl2), CN(C)C=O (DMF). Reaction conditions: temperature 0 celsius, time 10 minute. Product: FC1=C(C(=O)NC=2SC(=CN2)[N+](=O)[O-])C=CC=N1 (2-Fluoro-N-(5-nitrothiazol-2-yl)nicotinamide). Reaction SMILES: [F:1][C:2]1[N:10]=[CH:9][CH:8]=[CH:7][C:3]=1[C:4]([OH:6])=O.C(Cl)(C(Cl)=O)=O.CCN(C(C)C)C(C)C.[NH2:26][C:27]1[S:28][C:29]([N+:32]([O-:34])=[O:33])=[CH:30][N:31]=1.Cl.CCOCC>C(Cl)Cl.CN(C=O)C>[F:1][C:2]1[N:10]=[CH:9][CH:8]=[CH:7][C:3]=1[C:4]([NH:26][C:27]1[S:28][C:29]([N+:32]([O-:34])=[O:33])=[CH:30][N:31]=1)=[O:6]. Procedure: 2-Fluoronicotinic acid (100 mg, 0.71 mmol) was dissolved in CH2Cl2 (2 mL) with a drop of DMF (catalytic) and cooled to 0° C. then (COCl)2 (0.18 mL, 2.12 mmol) was added dropwise to the stirring solution. The slurry was allowed to warm to room temperature for 2 hours then concentrated to dryness using hexanes to remove the excess (COCl)2. The resulting acid chloride was dissolved in THF (7 mL) and DIPEA (0.26 mL, 1.49 mmol) was added. The solution was cooled to −78° C. and 2-amino-5-nitrothiazole...